From a dataset of the Open Reaction Database (ORD), a public repository of structured organic reaction records. describe an organic reaction: reactants, conditions, products, and yield Reactants: CC=1OC2=C(N1)C=C(C=C2)N (2-Methyl-benzooxazol-5-ylamine), FC(C1=CC=C(C=N1)CC#N)(F)F ((6-Trifluoromethyl-pyridin-3-yl)-acetonitrile), C(C)(=O)OC([C@@H](O)C1=CC=CC=C1)=O ((S)-(+)-O-acetyl-L-mandelic acid). Yields the product O[C@H](C(=O)N(CCC=1C=NC(=CC1)C(F)(F)F)C=1C=CC2=C(N=C(O2)C)C1)C1=CC=CC=C1 ((S)-2-Hydroxy-N-(2-methyl-benzooxazol-5-yl)-2-phenyl-N-[2-(6-trifluoromethyl-pyridin-3-yl)-ethyl]-acetamide). Reaction SMILES: [CH3:1][C:2]1[O:3][C:4]2[CH:10]=[CH:9][C:8]([NH2:11])=[CH:7][C:5]=2[N:6]=1.[F:12][C:13]([F:24])([F:23])[C:14]1[N:19]=[CH:18][C:17]([CH2:20][C:21]#N)=[CH:16][CH:15]=1.C([O:28][C:29](=O)[C@H:30]([C:32]1[CH:37]=[CH:36][CH:35]=[CH:34][CH:33]=1)[OH:31])(=O)C>>[OH:31][C@@H:30]([C:32]1[CH:37]=[CH:36][CH:35]=[CH:34][CH:33]=1)[C:29]([N:11]([C:8]1[CH:9]=[CH:10][C:4]2[O:3][C:2]([CH3:1])=[N:6][C:5]=2[CH:7]=1)[CH2:21][CH2:20][C:17]1[CH:18]=[N:19][C:14]([C:13]([F:24])([F:23])[F:12])=[CH:15][CH:16]=1)=[O:28]. Procedure: In analogy to example 49, 2-Methyl-benzooxazol-5-ylamine, (6-Trifluoromethyl-pyridin-3-yl)-acetonitrile & (S)-(+)-O-acetyl-L-mandelic acid were successively coupled and hydrolysed to give the target compound. MS(m/e): 456.1 [M+H]+. Starting materials: CO, COC(=O)c1ccc(COc2ccccc2)cc1Nc1ccc(F)cc1, [Na+], C1CCOC1, [OH-]. Yields the product O=C(O)c1ccc(COc2ccccc2)cc1Nc1ccc(F)cc1. RXN SMILES: [CH3:3][OH:4].[F:5][c:6]1[cH:7][cH:8][c:9]([NH:10][c:11]2[c:12]([C:13](=[O:14])[O:15][CH3:16])[cH:17][cH:18][c:19]([CH2:21][O:22][c:23]3[cH:24][cH:25][cH:26][cH:27][cH:28]3)[cH:20]2)[cH:29][cH:30]1.[Na+:2].[O:31]1[CH2:32][CH2:33][CH2:34][CH2:35]1.[OH-:1]>>[F:5][c:6]1[cH:7][cH:8][c:9]([NH:10][c:11]2[c:12]([C:13](=[O:14])[OH:15])[cH:17][cH:18][c:19]([CH2:21][O:22][c:23]3[cH:24][cH:25][cH:26][cH:27][cH:28]3)[cH:20]2)[cH:29][cH:30]1. The reactants are Material I, Material I, C(CCCCCCC)(=O)C1=CC=C(C=C1)C1=CC(=C(C=C1)OC)Cl (4-octanoyl-4'-methoxy-3'-chlorobiphenyl), Compound 4, [Cl-].[NH4+] (ammonium chloride), C1(=CC=CC=C1)C1=CC(=C(C=C1)O)Cl (4-phenyl-2-chlorophenol), C1(=CC=CC=C1)C1=CC(=C(C=C1)OC)Cl (4-phenyl-2-chloroanisole), [Cl-].C(CCCCCCC)O (octanol chloride). Solvent: C(=S)=S (carbon disulfide). The product is Compound 4, C(CCCCCCC)C1=CC=C(C=C1)C1=CC(=C(C=C1)OC)Cl (4-octyl-4'-methoxy-3'-chlorobiphenyl). The yield is 75.0%. As a reaction SMILES: C1(C2C=CC(O)=C(Cl)C=2)C=CC=CC=1.C1(C2C=CC(OC)=C(Cl)C=2)C=CC=CC=1.[Cl-].C(O)CCCCCCC.[Cl-].[NH4+].[C:42]([C:51]1[CH:56]=[CH:55][C:54]([C:57]2[CH:62]=[CH:61][C:60]([O:63][CH3:64])=[C:59]([Cl:65])[CH:58]=2)=[CH:53][CH:52]=1)(=O)[CH2:43][CH2:44][CH2:45][CH2:46][CH2:47][CH2:48][CH3:49]>C(=S)=S>[CH2:42]([C:51]1[CH:56]=[CH:55][C:54]([C:57]2[CH:62]=[CH:61][C:60]([O:63][CH3:64])=[C:59]([Cl:65])[CH:58]=2)=[CH:53][CH:52]=1)[CH2:43][CH2:44][CH2:45][CH2:46][CH2:47][CH2:48][CH3:49] |f:2.3,4.5|. Procedure: 4-phenyl-2-chlorophenol is methylated by means of well-known method steps and 4-phenyl-2-chloroanisole (hereinafter referred to as Material I) is extracted. 1/3 mole of Material I is dissolved into carbon disulfide 300cc and a Friedel Craft's reaction is effected in a MILO flask in which 1/3 mole of octanol chloride and 60 grams of anhydrous ammonium chloride are placed. As a result, 4-octanoyl-4'-methoxy-3'-chlorobiphenyl (hereinafter referred to as Compound 4) is extracted with a yield of 75%.... Procedure: A stirred suspension of methyl sulfide 209 (75 mg, 0.11 mmol) and NaHCO3 (46 mg, 0.55 mmol) in DCM (3 mL) at 0° C. is treated with a solution of m-chloroperbenzoic acid (20 mg, 0.12 mmol) in DCM (1 mL) dropwise over 2 minutes. After stirring 2 h at RT, the reaction is diluted with aqueous Na2SO3 (10 mL) and extracted into DCM (3×10 mL). The combined DCM phases are then dried (Na2SO4) and reduced in vacuo. The residue is purified by column chromatography (gradient elution—10-90% EtOAc in heptane ... Reaction conditions: time 2 hour. Reactants: ClC=1C2=C(SC1C(=O)N(C1CCC(CC1)N(C(OC(C)(C)C)=O)C)CC=1C=C(C=CC1OC)C1=CC=C(C=C1)SC)C(=CC=C2F)F (tert-Butyl {4-[(3-chloro-4,7-difluoro-benzo[b]thiophene-2-carbonyl)-(4-methoxy-4′-methylsulfanyl-biphenyl-3-ylmethyl)-amino]-cyclohexyl}-methyl-carbamate), C(=O)(O)[O-].[Na+] (NaHCO3), ClC1=CC(=CC=C1)C(=O)OO (m-chloroperbenzoic acid). Solvent: C(Cl)Cl (DCM), C(Cl)Cl (DCM), [O-]S(=O)[O-].[Na+].[Na+] (Na2SO3). As a reaction SMILES: [Cl:1][C:2]1[C:3]2[C:45]([F:46])=[CH:44][CH:43]=[C:42]([F:47])[C:4]=2[S:5][C:6]=1[C:7]([N:9]([CH2:25][C:26]1[CH:27]=[C:28]([C:34]2[CH:39]=[CH:38][C:37]([S:40][CH3:41])=[CH:36][CH:35]=2)[CH:29]=[CH:30][C:31]=1[O:32][CH3:33])[CH:10]1[CH2:15][CH2:14][CH:13]([N:16]([CH3:24])[C:17](=[O:23])[O:18][C:19]([CH3:22])([CH3:21])[CH3:20])[CH2:12][CH2:11]1)=[O:8].C([O-])(O)=[O:49].[Na+].ClC1C=CC=C(C(OO)=O)C=1>C(Cl)Cl.[O-]S([O-])=O.[Na+].[Na+]>[Cl:1][C:2]1[C:3]2[C:45]([F:46])=[CH:44][CH:43]=[C:42]([F:47])[C:4]=2[S:5][C:6]=1[C:7]([N:9]([CH2:25][C:26]1[CH:27]=[C:28]([C:34]2[CH:35]=[CH:36][C:37]([S:40]([CH3:41])=[O:49])=[CH:38][CH:39]=2)[CH:29]=[CH:30][C:31]=1[O:32][CH3:33])[CH:10]1[CH2:11][CH2:12][CH:13]([N:16]([CH3:24])[C:17](=[O:23])[O:18][C:19]([CH3:20])([CH3:21])[CH3:22])[CH2:14][CH2:15]1)=[O:8] |f:1.2,5.6.7|. Yields the product ClC=1C2=C(SC1C(=O)N(C1CCC(CC1)N(C(OC(C)(C)C)=O)C)CC=1C=C(C=CC1OC)C1=CC=C(C=C1)S(=O)C)C(=CC=C2F)F (tert-Butyl {4-[(3-chloro-4,7-difluoro-benzo[b]thiophene-2-carbonyl)-(4′-methanesulfinyl-4-methoxy-biphenyl-3-ylmethyl)-amino]-cyclohexyl}-methyl-carbamate).